Dataset: the Open Reaction Database (ORD), a public repository of structured organic reaction records. Task: describe an organic reaction: reactants, conditions, products, and yield The reactants are CCOC(=O)CC(=O)OCC, C1CCOC1, Cc1ncccc1C(=O)O, CC(=O)O, CCOC(=O)Cl, [H-], [Na+]. Product: CCOC(=O)C(C(=O)OCC)C(=O)c1cccnc1C. As a reaction SMILES: [C:19]([CH2:20][C:21](=[O:22])[O:23][CH2:24][CH3:25])(=[O:26])[O:27][CH2:28][CH3:29].[CH2:30]1[O:31][CH2:32][CH2:33][CH2:34]1.[CH3:1][c:2]1[c:3]([C:4](=[O:5])[OH:6])[cH:7][cH:8][cH:9][n:10]1.[CH3:35][C:36](=[O:37])[OH:38].[Cl:13][C:14]([O:15][CH2:16][CH3:17])=[O:18].[H-:11].[Na+:12]>>[CH3:1][c:2]1[c:3]([C:4](=[O:6])[CH:20]([C:19](=[O:26])[O:27][CH2:28][CH3:29])[C:21](=[O:22])[O:23][CH2:24][CH3:25])[cH:7][cH:8][cH:9][n:10]1. The reactants are C[Si](C)(C)[N-][Si](C)(C)C.[Li+] (lithium bis(trimethylsilyl)amide), BrC=1C=C(C(=NC1)C1=CC=C(C=C1)OC)N (5-bromo-2-(4-methoxyphenyl)pyridin-3-amine), C1(CCCCC1)P(C1(C(=C(C=C(C1)C(C)C)C(C)C)C1=CC=CC=C1)C(C)C)C1CCCCC1 (2-dicyclohexylphosphino-2,4,6,-triisopropylbiphenyl), CC(C)C1=CC(=C(C(=C1)C(C)C)C2=C(C=CC=C2)P(C3CCCCC3)C4CCCCC4)C(C)C (X-Phos), N1CCOCC1 (morpholine). The reagents and catalysts are C=1C=CC(=CC1)/C=C/C(=O)/C=C/C2=CC=CC=C2.C=1C=CC(=CC1)/C=C/C(=O)/C=C/C2=CC=CC=C2.C=1C=CC(=CC1)/C=C/C(=O)/C=C/C2=CC=CC=C2.[Pd].[Pd] (tris(dibenzylideneacetone)dipalladium). Solvent: O (water), C1CCOC1 (THF), C1CCOC1 (THF). Conditions: temperature 60 celsius, time 2.5 hour. The product is COC1=CC=C(C=C1)C1=NC=C(C=C1N)N1CCOCC1 (2-(4-methoxyphenyl)-5-morpholinopyridin-3-amine). RXN SMILES: Br[C:2]1[CH:3]=[C:4]([NH2:16])[C:5]([C:8]2[CH:13]=[CH:12][C:11]([O:14][CH3:15])=[CH:10][CH:9]=2)=[N:6][CH:7]=1.C1(P(C2CCCCC2)C2(C(C)C)CC(C(C)C)=CC(C(C)C)=C2C2C=CC=CC=2)CCCCC1.CC(C1C=C(C(C)C)C(C2C=CC=CC=2P(C2CCCCC2)C2CCCCC2)=C(C(C)C)C=1)C.[NH:85]1[CH2:90][CH2:89][O:88][CH2:87][CH2:86]1.C[Si]([N-][Si](C)(C)C)(C)C.[Li+]>C1COCC1.C1C=CC(/C=C/C(/C=C/C2C=CC=CC=2)=O)=CC=1.C1C=CC(/C=C/C(/C=C/C2C=CC=CC=2)=O)=CC=1.C1C=CC(/C=C/C(/C=C/C2C=CC=CC=2)=O)=CC=1.[Pd].[Pd].O>[CH3:15][O:14][C:11]1[CH:12]=[CH:13][C:8]([C:5]2[C:4]([NH2:16])=[CH:3][C:2]([N:85]3[CH2:90][CH2:89][O:88][CH2:87][CH2:86]3)=[CH:7][N:6]=2)=[CH:9][CH:10]=1 |f:4.5,7.8.9.10.11|. Reported procedure: A mixture of 5-bromo-2-(4-methoxyphenyl)pyridin-3-amine (424.5 mg, 1.52 mmol), 2-dicyclohexylphosphino-2,4,6,-triisopropylbiphenyl, (X-Phos) (58.8 mg, 0.12 mmol), tris(dibenzylideneacetone)dipalladium (0) (56.1 mg, 0.061 mmol), and morpholine (0.66 mL, 7.58 mmol) in dry THF (3.2 mL) was degassed by nitrogen. To this mixture was added lithium bis(trimethylsilyl)amide, 1.0M in THF (8.4 mL, 8.40 mmol) dropwise, and the resulting reaction was heated to 60° C. After 2.5 h, the reaction was cooled to ... Reactants: CNN (monomethylhydrazine), ClC1=CC=C(C2=C1C=C(O2)C=O)N2C(N(C(=CC2=O)C(F)(F)F)C)=O (3-(4-chloro-2-formylbenzofuran-7-yl)-1-methyl-6-trifluoromethyluracil), O (water). Solvent: O1CCCC1 (tetrahydrofuran). Reaction conditions: time 3 hour. Product: ClC1=CC=C(C2=C1C=C(O2)C=NNC)N2C(N(C(=CC2=O)C(F)(F)F)C)=O (3-(4-chloro-2-methylhydrazonomethylbenzofuran-7-yl)-1-methyl-6-trifluoromethyluracil). The yield is 49.9%. RXN SMILES: [Cl:1][C:2]1[C:7]2[CH:8]=[C:9]([CH:11]=O)[O:10][C:6]=2[C:5]([N:13]2[C:18](=[O:19])[CH:17]=[C:16]([C:20]([F:23])([F:22])[F:21])[N:15]([CH3:24])[C:14]2=[O:25])=[CH:4][CH:3]=1.[CH3:26][NH:27][NH2:28].O>O1CCCC1>[Cl:1][C:2]1[C:7]2[CH:8]=[C:9]([CH:11]=[N:28][NH:27][CH3:26])[O:10][C:6]=2[C:5]([N:13]2[C:18](=[O:19])[CH:17]=[C:16]([C:20]([F:23])([F:22])[F:21])[N:15]([CH3:24])[C:14]2=[O:25])=[CH:4][CH:3]=1. Procedure details: 0.4 g (1.0 mmol) of 3-(4-chloro-2-formylbenzofuran-7-yl)-1-methyl-6-trifluoromethyluracil was dissolved in 5 ml of tetrahydrofuran, and 0.1 g (21.7 mmol) of monomethylhydrazine was added thereto under cooling with ice, followed by stirring at room temperature for 3 hours. After completion of the reaction, the reaction solution was poured into water and extracted with ethyl acetate. The organic layer was washed sequentially with water and a saturated sodium chloride aqueous solution and then drie... Reactants: S(=O)(=O)=NC(=O)N (sulfonylurea), C(C)(C)(C)OC(N(C)C=1C=C2C=CN(C(C2=CC1F)=O)C1=CC=C(C=C1)N)=O ([2-(4-Amino-phenyl)-7-fluoro-1-oxo-1,2-dihydro-isoquinolin-6-yl]-methyl-carbamic acid tert-butyl ester), C(#C)C1=CC=C(S1)S(=O)(=O)N (5-ethynylthiophene-2-sulfonamide). The product is NC=1C=C2C=CN(C(C2=CC1F)=O)C1=CC=C(C=C1)NC(=O)NS(=O)(=O)C=1SC(=CC1)C#C (N-({[4-(6-amino-7-fluoro-1-oxoisoquinolin-2(1H)-yl)phenyl]amino}carbonyl)-5-ethynylthiophene-2-sulfonamide). Reaction SMILES: [S:1](=[N:4][C:5]([NH2:7])=[O:6])(=[O:3])=[O:2].C(OC(=O)[N:14]([C:16]1[CH:17]=[C:18]2[C:23](=[CH:24][C:25]=1[F:26])[C:22](=[O:27])[N:21]([C:28]1[CH:33]=[CH:32][C:31](N)=[CH:30][CH:29]=1)[CH:20]=[CH:19]2)C)(C)(C)C.[C:36]([C:38]1[S:42][C:41](S(N)(=O)=O)=[CH:40][CH:39]=1)#[CH:37]>>[NH2:14][C:16]1[CH:17]=[C:18]2[C:23](=[CH:24][C:25]=1[F:26])[C:22](=[O:27])[N:21]([C:28]1[CH:29]=[CH:30][C:31]([NH:7][C:5]([NH:4][S:1]([C:41]3[S:42][C:38]([C:36]#[CH:37])=[CH:39][CH:40]=3)(=[O:3])=[O:2])=[O:6])=[CH:32][CH:33]=1)[CH:20]=[CH:19]2. Procedure: An analogous sulfonylurea coupling and de-protection procedure to that described in Example 29 was performed on [2-(4-Amino-phenyl)-7-fluoro-1-oxo-1,2-dihydro-isoquinolin-6-yl]-methyl-carbamic acid tert-butyl ester (Example 9) and 5-ethynylthiophene-2-sulfonamide to give N-({[4-(6-amino-7-fluoro-1-oxoisoquinolin-2(1H)-yl)phenyl]amino}carbonyl)-5-ethynylthiophene-2-sulfonamide. ES-MS (M+H)+=497.1; 1H-NMR (DMSO-d6) δ (ppm): 9.22-9.18 (bs, 1H), 7.70-7.66 (m, 1H), 7.65-7.60 (d, J=12.4 Hz, 1H), 7.48-... Reactants: COC(C1(OC2=C(C(=C(C(=C2CC1)C)O)C)C)C)OC (2-(dimethoxymethyl)-6-hydroxy-2,5,7,8-tetramethyl-chroman), C(C1=CC=CC=C1)Br (benzyl bromide), C(=O)([O-])[O-].[Na+].[Na+] (Na2CO3), CN(C=O)C (dimethylformamide). The solvent is O (water). The product is C(C1=CC=CC=C1)OC=1C(=C2CCC(OC2=C(C1C)C)(C)C(OC)OC)C (6-benzyloxy-2-(dimethoxymethyl)-2,5,7,8-tetramethyl-chroman). Reaction SMILES: [CH3:1][O:2][CH:3]([O:19][CH3:20])[C:4]1([CH3:18])[CH2:13][CH2:12][C:11]2[C:6](=[C:7]([CH3:17])[C:8]([CH3:16])=[C:9]([OH:15])[C:10]=2[CH3:14])[O:5]1.[CH2:21](Br)[C:22]1[CH:27]=[CH:26][CH:25]=[CH:24][CH:23]=1.C([O-])([O-])=O.[Na+].[Na+].CN(C)C=O>O>[CH2:21]([O:15][C:9]1[C:10]([CH3:14])=[C:11]2[C:6](=[C:7]([CH3:17])[C:8]=1[CH3:16])[O:5][C:4]([CH:3]([O:2][CH3:1])[O:19][CH3:20])([CH3:18])[CH2:13][CH2:12]2)[C:22]1[CH:27]=[CH:26][CH:25]=[CH:24][CH:23]=1 |f:2.3.4|. Procedure: 1.47 g (5.25 mmoles) of the chroman obtained in Example 8 were heated at 100° C. with 3.2 g of benzyl bromide, 1.5 g of Na2CO3 and 7 ml of dimethylformamide for 13 hours, and water was then added. This mixture was extracted with heptane, after which the crude product obtained from the extract phase was chromatographed on 50 g of silica gel using a mixture of 1 part by volume of ether and 2 parts by volume of heptane. The following fractions were obtained: F1=1.28 g; F2 (mixed fraction)=0.13 g; F... The reactants are C(C1=CC=CC=C1)N1[C@H](C(OCC1)=O)C1=CC=CC=C1 (N-benzyl-3-(S)-phenylmorpholine-2-one), solution, C(C)(CC)[BH-](C(C)CC)C(C)CC.[Li+] (lithium tri(sec-butyl)borohydride), ClC=1C=C(CO)C=C(C1)Cl (3,5-dichlorobenzyl alcohol), trifluoromethanesulfonate ester, C(Cl)Cl (methylene chloride). Run in C1CCOC1 (THF), C1CCOC1 (THF), C1(=CC=CC=C1)C (toluene). Run at temperature -75 celsius, time 30 minute. Yields the product C(C1=CC=CC=C1)N1[C@H]([C@H](OCC1)OCC1=CC(=CC(=C1)Cl)Cl)C1=CC=CC=C1 (4-Benzyl-2-(S)-(3,5-dichlorobenzyloxy)-3-(S)-phenylmorpholine). Yield: 20.0%. Reaction SMILES: [CH2:1]([N:8]1[CH2:13][CH2:12][O:11][C:10](=[O:14])[C@@H:9]1[C:15]1[CH:20]=[CH:19][CH:18]=[CH:17][CH:16]=1)[C:2]1[CH:7]=[CH:6][CH:5]=[CH:4][CH:3]=1.C([BH-](C(CC)C)C(CC)C)(CC)C.[Li+].[Cl:35][C:36]1[CH:37]=[C:38]([CH:41]=[C:42]([Cl:44])[CH:43]=1)[CH2:39]O.C(Cl)Cl>C1COCC1.C1(C)C=CC=CC=1>[CH2:1]([N:8]1[CH2:13][CH2:12][O:11][C@H:10]([O:14][CH2:39][C:38]2[CH:37]=[C:36]([Cl:35])[CH:43]=[C:42]([Cl:44])[CH:41]=2)[C@@H:9]1[C:15]1[CH:20]=[CH:19][CH:18]=[CH:17][CH:16]=1)[C:2]1[CH:3]=[CH:4][CH:5]=[CH:6][CH:7]=1 |f:1.2|. Procedure details: A solution of 5.11 g (19.1 mmole) of N-benzyl-3-(S)-phenylmorpholine-2-one (from Example 14) in 100 mL of dry THF was cooled to -75° C. under nitrogen and was treated dropwise with 20.5 mL (20.5 mmole) of a 1M solution of lithium tri(sec-butyl)borohydride (L-Selectride®) in THF. After stirring the solution at -75° C. for 30 min, a solution of 3,5-dichlorobenzyl alcohol, trifluoromethanesulfonate ester in toluene (from Example 44, Step A) was added by cannula so that the on 67 g of silica eluting... The reactants are SC=1SC2=C(N1)C=CC=C2 (2-mercaptobenzothiazole), [OH-].[Na+] (sodium hydroxide), CC1CNCCC1 (3-methylpiperidine), Cl[O-].[Na+] (sodium hypochlorite), resultant mixture. Run in O (water), C(C)(=O)OCC (ethyl acetate). Conditions: time 2 hour. Yields the product S1C(=NC2=C1C=CC=C2)SN2CC(CCC2)C (1-(2-benzothiazolylthio)-3-methyl-piperidine). Yield: 95.5%. RXN SMILES: [SH:1][C:2]1[S:3][C:4]2[CH:10]=[CH:9][CH:8]=[CH:7][C:5]=2[N:6]=1.[OH-].[Na+].[CH3:13][CH:14]1[CH2:19][CH2:18][CH2:17][NH:16][CH2:15]1.Cl[O-].[Na+]>C(OCC)(=O)C.O>[S:3]1[C:4]2[CH:10]=[CH:9][CH:8]=[CH:7][C:5]=2[N:6]=[C:2]1[S:1][N:16]1[CH2:17][CH2:18][CH2:19][CH:14]([CH3:13])[CH2:15]1 |f:1.2,4.5|. Reported procedure: In a 500 ml volume flask, there are charged 2-mercaptobenzothiazole (UV absorption spectrum: 329 mμ) (41.28 g), sodium hydroxide (10 g) and water (180 ml), and the resultant mixture is stirred to form a solution. After the addition of 3-methylpiperidine (27.2 g) to the resulting solution, a 15 % by volume aqueous solution of sodium hypochlorite (138.5 ml) is dropwise added thereto in 2 hours, during which the inner temperature is kept below 70° C. The reaction mixture is allowed to stand at the ... Starting materials: [F-].C(CCC)[N+](CCCC)(CCCC)CCCC (tetrabutylammonium fluoride), FC(F)(F)[Si](C)(C)C (trifluoromethyl-trimethylsilane), C([O-])([O-])=O.[Cs+].[Cs+] (cesium carbonate), O1COC2=C1C=CC=C2C(CC(C(=O)NC=2C=CC1=C(C(=NOC1=O)C)C2)=O)(C)C (6-[4-(benzo[1,3]dioxol-4-yl)-4-methyl-2-oxo-valeroyl-amino]-4-methyl-2,3-benzoxazin-1-one). The solvent is CN(C=O)C (dimethylformamide), O (water). Run at time 18 hour. Yields the product O1COC2=C1C=CC=C2C(CC(C(=O)NC=2C=CC1=C(C(=NOC1=O)C)C2)(C(F)(F)F)O)(C)C ((±)-6-[4-(Benzo[1,3]dioxol-4-yl)-2-hydroxy-4-methyl-2-trifluoromethyl-valeroyl-amino]-4-methyl-2,3-benzoxazin-1-one). As a reaction SMILES: [O:1]1[C:5]2[CH:6]=[CH:7][CH:8]=[C:9]([C:10]([CH3:30])([CH3:29])[CH2:11][C:12](=[O:28])[C:13]([NH:15][C:16]3[CH:17]=[CH:18][C:19]4[C:24](=[O:25])[O:23][N:22]=[C:21]([CH3:26])[C:20]=4[CH:27]=3)=[O:14])[C:4]=2[O:3][CH2:2]1.[F:31][C:32]([Si](C)(C)C)([F:34])[F:33].C(=O)([O-])[O-].[Cs+].[Cs+].[F-].C([N+](CCCC)(CCCC)CCCC)CCC>CN(C)C=O.O>[O:1]1[C:5]2[CH:6]=[CH:7][CH:8]=[C:9]([C:10]([CH3:30])([CH3:29])[CH2:11][C:12]([OH:28])([C:32]([F:34])([F:33])[F:31])[C:13]([NH:15][C:16]3[CH:17]=[CH:18][C:19]4[C:24](=[O:25])[O:23][N:22]=[C:21]([CH3:26])[C:20]=4[CH:27]=3)=[O:14])[C:4]=2[O:3][CH2:2]1 |f:2.3.4,5.6|. Reported procedure: 2.67 g of 6-[4-(benzo[1,3]dioxol-4-yl)-4-methyl-2-oxo-valeroyl-amino]-4-methyl-2,3-benzoxazin-1-one is dissolved under argon in 35 ml of dimethylformamide and mixed with 4.66 ml of trifluoromethyl-trimethylsilane and 2.6 g of cesium carbonate while being cooled with ice. After 18 hours of stirring at room temperature, a spatula tip full of tetrabutylammonium fluoride is added, and it is stirred for one hour at room temperature. After 300 ml of water is added, it is extracted with ethyl acetate, ... Reactants: CC(C)(C)OC(=O)NC1CCNCC1, Clc1ccncc1, ClCCl. Yields the product CC(C)(C)OC(=O)NC1CCN(c2ccncc2)CC1. Reaction SMILES: [C:1]([CH3:2])([CH3:3])([CH3:4])[O:5][C:6]([NH:7][CH:8]1[CH2:9][CH2:10][NH:11][CH2:12][CH2:13]1)=[O:14].[Cl:15][c:16]1[cH:17][cH:18][n:19][cH:20][cH:21]1.[Cl:22][CH2:23][Cl:24]>>[C:1]([CH3:2])([CH3:3])([CH3:4])[O:5][C:6]([NH:7][CH:8]1[CH2:9][CH2:10][N:11]([c:16]2[cH:17][cH:18][n:19][cH:20][cH:21]2)[CH2:12][CH2:13]1)=[O:14]. Yields the product BrC1=CC=C(C=C1)C(CC(=O)C=1C=CC(NC1)=O)C1CCCC1 (5-[3-(4-Bromo-phenyl)-3-cyclopentyl-propionyl]-1H-pyridin-2-one). RXN SMILES: [Br:1][C:2]1[CH:7]=[CH:6][C:5]([CH:8]([CH:20]2[CH2:24][CH2:23][CH2:22][CH2:21]2)[CH2:9][C:10]([C:12]2[CH:13]=[N:14][C:15]([O:18]C)=[CH:16][CH:17]=2)=[O:11])=[CH:4][CH:3]=1.Cl>O1CCOCC1>[Br:1][C:2]1[CH:3]=[CH:4][C:5]([CH:8]([CH:20]2[CH2:24][CH2:23][CH2:22][CH2:21]2)[CH2:9][C:10]([C:12]2[CH:17]=[CH:16][C:15](=[O:18])[NH:14][CH:13]=2)=[O:11])=[CH:6][CH:7]=1. Reported procedure: In analogy to example 162, step 2, 3-(4-bromo-phenyl)-3-cyclopentyl-1-(6-methoxy-pyridin-3-yl)-propan-1-one was reacted with concentrated aqueous HCl in 1,4-dioxane to give the title compound as a colorless foam, MS (ESI+): m/z=374.0 [M+H]+. Starting materials: BrC1=CC=C(C=C1)C(CC(=O)C=1C=NC(=CC1)OC)C1CCCC1 (3-(4-bromo-phenyl)-3-cyclopentyl-1-(6-methoxy-pyridin-3-yl)-propan-1-one), Cl (HCl). Run in O1CCOCC1 (1,4-dioxane).